From a dataset of the Open Reaction Database (ORD), a public repository of structured organic reaction records. describe an organic reaction: reactants, conditions, products, and yield Starting materials: [H-].C(C(C)C)[Al+]CC(C)C (Diisobutylaluminum hydride), C1(CCCCC1)C(C(=O)OCCCC)=C(C1=CC=C(C=C1)F)C1=CC=C(C=C1)F (butyl 2-cyclohexyl-3,3-bis(4-fluorophenyl)propenoate), Cl (hydrochloric acid). Solvent: C(Cl)Cl (methylene chloride). Run at time 2 hour. Product: C1(CC1)C(CO)=C(C1=CC=C(C=C1)F)C1=CC=C(C=C1)F (2-Cyclopropyl-3,3-bis(4-fluorophenyl)-2-propenol). The yield is 63.5%. RXN SMILES: [H-].C([Al+]CC(C)C)C(C)C.[CH:11]1([C:17](=[C:25]([C:33]2[CH:38]=[CH:37][C:36]([F:39])=[CH:35][CH:34]=2)[C:26]2[CH:31]=[CH:30][C:29]([F:32])=[CH:28][CH:27]=2)[C:18](OCCCC)=[O:19])CCC[CH2:13][CH2:12]1.Cl>C(Cl)Cl>[CH:11]1([C:17](=[C:25]([C:26]2[CH:27]=[CH:28][C:29]([F:32])=[CH:30][CH:31]=2)[C:33]2[CH:38]=[CH:37][C:36]([F:39])=[CH:35][CH:34]=2)[CH2:18][OH:19])[CH2:13][CH2:12]1 |f:0.1|. Reported procedure: Diisobutylaluminum hydride (6.6 mL of 1M solution, 6.6 mmol) was added to a solution of butyl 2-cyclohexyl-3,3-bis(4-fluorophenyl)propenoate (0.8 g, 2.2 mmol) in 10 mL of methylene chloride at -70° C. After stirring for 2.0 hours the mixture was hydrolyzed by adding 2N hydrochloric acid. The organic layer was separated, washed with water, dried over magnesium sulfate and concentrated in vacuo. The residue was crystallized from hexane to give 0.4 g of the title compound; m.p. =88°-90° C.